This data is from the Open Reaction Database (ORD), a public repository of structured organic reaction records. The task is: describe an organic reaction: reactants, conditions, products, and yield The reactants are NC=1C=C(C(=O)O)C=C(C1)C(F)(F)F (3-amino-5-(trifluoromethyl)benzoic acid), N(=O)[O-].[Na+] (sodium nitrite), Br (hydrobromic acid). Reagents/catalysts: [Cu](Br)Br (copper (II) bromide). The solvent is O (water), O (water), O (water). Conditions: time 16 hour. Product: BrC=1C=C(C(=O)O)C=C(C1)C(F)(F)F (3-Bromo-5-(trifluoromethyl)benzoic acid). Isolated yield 87.0%. As a reaction SMILES: N[C:2]1[CH:3]=[C:4]([CH:8]=[C:9]([C:11]([F:14])([F:13])[F:12])[CH:10]=1)[C:5]([OH:7])=[O:6].N([O-])=O.[Na+].[BrH:19]>O.[Cu](Br)Br>[Br:19][C:2]1[CH:3]=[C:4]([CH:8]=[C:9]([C:11]([F:14])([F:13])[F:12])[CH:10]=1)[C:5]([OH:7])=[O:6] |f:1.2|. Procedure: To a stirred suspension of 3-amino-5-(trifluoromethyl)benzoic acid (7.90 gm, 38.5 mmol) in a mixture of hydrobromic acid (43% w/v, 100 mL) and water (100 mL) at 0° C. was slowly added a solution of sodium nitrite (7.97 gm, 0.116 mol) in water (50 mL). After 1 hour the inhomogeneous yellow liquid was added to a solution of copper (II) bromide (16.44 gm, 0.115 mol) in water (100 mL) and the mixture was stirred at room temperature for 16 hours. The mixture was extracted with diethyl ether (250 mL),...